Dataset: the Open Reaction Database (ORD), a public repository of structured organic reaction records. Task: describe an organic reaction: reactants, conditions, products, and yield The reactants are C(C)(=O)OCC (Ethyl acetate), C(C)(=O)O.C(=N)N (Formamidine acetate), C(C)OC1=CC(=NN1)NC1=NC(=CC=C1[N+](=O)[O-])N[C@@H](C)C1=NC=C(C=C1)F (N2-(5-Ethoxy-1H-pyrazol-3-yl)-N6-[(1S)-1-(5-fluoropyridin-2-yl)ethyl]-3-nitropyridine-2,6-diamine), C(C)OC1=CC(=NN1)NC1=NC(=CC=C1[N+](=O)[O-])N[C@@H](C)C1=NC=C(C=C1)F (N2-(5-Ethoxy-1H-pyrazol-3-yl)-N6-[(1S)-1-(5-fluoropyridin-2-yl)ethyl]-3-nitropyridine-2,6-diamine), C(C)O (ethanol). The reagents and catalysts are [Pd] (Pd—C). The solvent is [Cl-].[Na+].O (brine). The product is C(C)OC1=CC(=NN1)N1C=NC=2C1=NC(=CC2)N[C@@H](C)C2=NC=C(C=C2)F (3-(5-Ethoxy-1H-pyrazol-3-yl)-N-[(1S)-1-(5-fluoropyridin-2-yl)ethyl]-3H-imidazo[4,5-b]pyridin-5-amine). As a reaction SMILES: [CH2:1]([O:3][C:4]1[NH:8][N:7]=[C:6]([NH:9][C:10]2[C:15]([N+:16]([O-])=O)=[CH:14][CH:13]=[C:12]([NH:19][C@H:20]([C:22]3[CH:27]=[CH:26][C:25]([F:28])=[CH:24][N:23]=3)[CH3:21])[N:11]=2)[CH:5]=1)[CH3:2].[CH2:29](O)C.C(O)(=O)C.C(N)=N.C(OCC)(=O)C>[Cl-].[Na+].O.[Pd]>[CH2:1]([O:3][C:4]1[NH:8][N:7]=[C:6]([N:9]2[C:10]3=[N:11][C:12]([NH:19][C@H:20]([C:22]4[CH:27]=[CH:26][C:25]([F:28])=[CH:24][N:23]=4)[CH3:21])=[CH:13][CH:14]=[C:15]3[N:16]=[CH:29]2)[CH:5]=1)[CH3:2] |f:2.3,5.6.7|. Reported procedure: N2-(5-Ethoxy-1H-pyrazol-3-yl)-N6-[(1S)-1-(5-fluoropyridin-2-yl)ethyl]-3-nitropyridine-2,6-diamine (Intermediate 29, 0.3 g) was dissolved into ethanol (20 mL) with Pd—C (90 mg) and a hydrogen inlet. The mixture was stirred at room temperature until no starting material was detected with TLC or LCMS. Formamidine acetate (0.5 g) was added to the filtrate after the filtration of resulting mixture. The mixture was stirred at 85° C. for 4 hours. Ethyl acetate (40 mL) was added into the resulting mixtu... Reactants: OP(=O)(O)O (H3PO4), BrC1C(C2=CC=CC=C2CC1)=O (bromotetralone), C(#N)C1C(C2=CC=CC=C2CC1)=O (cyanotetralone), tetrakis (triphenylphospine) palladium(0), NaCN alumina, [C-]#N.[Na+] (NaCN), BrC=1C=C2CCC(CC2=CC1)=O (6-bromo-2-tetralone), ( 24 ). Solvent: O (H2O), CC#N (CH3CN), C1(=CC=CC=C1)C (toluene). Run at temperature 80 celsius, time 64 hour. Product: C(#N)C=1C=C2CCC(CC2=CC1)=O (6-cyano-2-tetralone). RXN SMILES: [C-]#N.[Na+].Br[C:5]1[CH:6]=[C:7]2[C:12](=[CH:13][CH:14]=1)[CH2:11][C:10](=[O:15])[CH2:9][CH2:8]2.OP(O)(O)=O.BrC1CCC2C(=CC=CC=2)C1=O.[C:33](C1CCC2C(=CC=CC=2)C1=O)#[N:34]>C1(C)C=CC=CC=1.O.CC#N>[C:33]([C:5]1[CH:6]=[C:7]2[C:12](=[CH:13][CH:14]=1)[CH2:11][C:10](=[O:15])[CH2:9][CH2:8]2)#[N:34] |f:0.1|. Reported procedure: A flame dried 1 liter round bottom flask with argon inlet, digital thermometer, and magnetic stir bar, was charged with a 68% NaCN/alumina mixture (21.22 g, 433 mmol)(NaCN and alumina were ground together in a morter and pestle according to the procedure of Dalton et al. J. Org. Chem., 44, (24) 4443(1979)), and tetrakis (triphenylphospine) palladium(0) (10.0 g, 8.65 mmol). The flask was purged three times via vacuum with argon and a solution of 6-bromo-2-tetralone (19.46 g, 86.5 mmol) in degasse... The reactants are ClC=1C=C(C=C(C1)F)N1CCN(CC1)C/C=C/C=1C=NN(C1C)C1=NC(=NC(=N1)NCC1=CC=C(C=C1)OC)NCC1=CC=C(C=C1)OC (3-[4-(3-Chloro-5-fluorophenyl)-1-piperazinyl]-1-[1-(4,6-di(4-methoxybenzylamino)-1,3,5-triazine-2-yl]-5-methyl-4-pyrazolyl]-1-trans-propene), C1(=CC=CC=C1)OC (anisole). Yields the product Cl.NC1=NC(=NC(=N1)N)N1N=CC(=C1C)\C=C\CN1CCN(CC1)C1=CC(=CC(=C1)F)Cl (1-[1-(4,6-Diamino-1,3,5-triazin-2-yl)-5-methyl-4-pyrazolyl]-3-[4-(3-chloro-5-fluorophenyl)-1-piperazinyl]-1-trans-propene Hydrochloride). Yield: 95.0%. Reported procedure: A mixture consisting of 1.26 g of the compound obtained in Example 54, 50 ml of trifluoroacetic acid, and 0.62 ml of anisole was treated in the same manner as in Example 37 to obtain 420 mg of the title compound. Run in FC(C(=O)O)(F)F (trifluoroacetic acid). As a reaction SMILES: [Cl:1][C:2]1[CH:3]=[C:4]([N:9]2[CH2:14][CH2:13][N:12]([CH2:15]/[CH:16]=[CH:17]/[C:18]3[CH:19]=[N:20][N:21]([C:24]4[N:29]=[C:28]([NH:30]CC5C=CC(OC)=CC=5)[N:27]=[C:26]([NH:40]CC5C=CC(OC)=CC=5)[N:25]=4)[C:22]=3[CH3:23])[CH2:11][CH2:10]2)[CH:5]=[C:6]([F:8])[CH:7]=1.C1(OC)C=CC=CC=1>FC(F)(F)C(O)=O>[ClH:1].[NH2:40][C:26]1[N:27]=[C:28]([NH2:30])[N:29]=[C:24]([N:21]2[C:22]([CH3:23])=[C:18](/[CH:17]=[CH:16]/[CH2:15][N:12]3[CH2:13][CH2:14][N:9]([C:4]4[CH:5]=[C:6]([F:8])[CH:7]=[C:2]([Cl:1])[CH:3]=4)[CH2:10][CH2:11]3)[CH:19]=[N:20]2)[N:25]=1 |f:3.4|. Reactants: S=C1CC[C@H](N1)C(=O)OC(C)(C)C (tert-Butyl (S)-5-thioxo-2-pyrrolidinecarboxylate), CI (MeI). Run in C1CCOC1 (THF). Conditions: time 3.5 hour. The product is CSC=1CC[C@H](N1)C(=O)OC(C)(C)C (tert-Butyl (S)-5-(methylsulfanyl)-3,4-dihydro-2H-pyrrole-2-carboxylate). Yield: 90.5%. RXN SMILES: [S:1]=[C:2]1[NH:6][C@H:5]([C:7]([O:9][C:10]([CH3:13])([CH3:12])[CH3:11])=[O:8])[CH2:4][CH2:3]1.[CH3:14]I>C1COCC1>[CH3:14][S:1][C:2]1[CH2:3][CH2:4][C@@H:5]([C:7]([O:9][C:10]([CH3:13])([CH3:12])[CH3:11])=[O:8])[N:6]=1. Procedure details: To a solution of thiolactam 1b (10.50 g, 52.2 mmol) in 200 mL THF at rt, was added MeI (13.0 mL, 208.7 mmol). The mixture was stirred for 3.5 h, then concentrated. The residue was partitioned between CH2Cl2 and sat. NaHCO3 and the aqueous phase was extracted with CH2Cl2 (3×). The combined organic extract was dried (Na2SO4) and concentrated to afford 10.17 g (91%) of the title compound, 1c, as a brown oil. 1H NMR (300 MHz, CDCl3) δ4.60 (dd, J=6.2, 7.3, 1H), 2.83-2.58 (m, 2H), 2.49 (s, 3H), 2.37-2... Starting materials: FC(C1=C(C=CC=C1)C(C)=O)(F)F (2′-trifluoromethyl-acetophenone), solution, C[Si]([N-][Si](C)(C)C)(C)C.[Li+] (lithium hexamethyldisilazide), FC(C(=O)OCC)(F)F (ethyl trifluoroacetate). The solvent is C1CCOC1 (THF). Run at temperature -78 celsius. Product: FC(C(CC(=O)C1=C(C=CC=C1)C(F)(F)F)=O)(F)F (4,4,4-trifluoro-1-(2-trifluoromethyl-phenyl)-butane-1,3-dione). The yield is 98.5%. RXN SMILES: [F:1][C:2]([F:13])([F:12])[C:3]1[CH:8]=[CH:7][CH:6]=[CH:5][C:4]=1[C:9](=[O:11])[CH3:10].C[Si](C)(C)[N-][Si](C)(C)C.[Li+].[F:24][C:25]([F:32])([F:31])[C:26](OCC)=[O:27]>C1COCC1>[F:24][C:25]([F:32])([F:31])[C:26](=[O:27])[CH2:10][C:9]([C:4]1[CH:5]=[CH:6][CH:7]=[CH:8][C:3]=1[C:2]([F:12])([F:13])[F:1])=[O:11] |f:1.2|. Procedure details: To a stirred solution of 2′-trifluoromethyl-acetophenone (225 mL, 15.0 mmol) in THF (20 mL, anhyd) at −78° C. added dropwise a 1.0M solution of lithium hexamethyldisilazide (LiHMDS) (15.8 mL, 15.8 mmol). After 1 h the reaction mixture was cooled to −78° C. and charged dropwise with ethyl trifluoroacetate (3.6 mL, 30 mmol). After addition was complete, the reaction mixture was allowed to warm to ambient temperature. The reaction mixture was quenched by slow addition of H2O (20 mL) and concentrate... Product: C(C)(=O)C1=C(C(=C(OCCCCC2OC3=C(C(C2)=O)C=CC(=C3CCC)OCC(=O)O)C=C1)CCC)O (rac.-[[2-[4-(4-acetyl-3-hydroxy-2-propylphenoxy)butyl]-3,4-dihydro-4-oxo-8-propyl-2H-1-benzopyran-7-yl]oxy]acetic acid). Reactants: COC(COC1=C(C2=C(C(CC(O2)CCCCOC2=C(C(=C(C=C2)C(C)=O)O)CCC)=O)C=C1)CCC)=O (rac.-[[2-[4-(4-acetyl-3-hydroxy-2-propylphenoxy)butyl]-3,4-dihydro-4-oxo-8-propyl-2H-1-benzopyran-7-yl]oxy]acetic acid methyl ester), O.[OH-].[Li+] (lithium hydroxide monohydrate). Reported procedure: A solution of 0.3 g of the ester product from Example 17 and 0.48 g of lithium hydroxide monohydrate in 10 ml of 1:1 water-tetrahydrofuran was stirred at room temperature for 24 hours then diluted with water and extracted with ether (the ether extract was discarded). The aqueous solution was acidified with 1N hydrochloric acid and extracted 3 times with ether. The ether extracts were combined, dried (magnesium sulfate), filtered and concentrated in vacuo giving a solid residue which was chromato... Run in O.O1CCCC1 (water tetrahydrofuran), O (water). RXN SMILES: C[O:2][C:3](=[O:38])[CH2:4][O:5][C:6]1[CH:34]=[CH:33][C:9]2[C:10](=[O:32])[CH2:11][CH:12]([CH2:14][CH2:15][CH2:16][CH2:17][O:18][C:19]3[CH:24]=[CH:23][C:22]([C:25](=[O:27])[CH3:26])=[C:21]([OH:28])[C:20]=3[CH2:29][CH2:30][CH3:31])[O:13][C:8]=2[C:7]=1[CH2:35][CH2:36][CH3:37].O.[OH-].[Li+]>O.O1CCCC1.O>[C:25]([C:22]1[CH:23]=[CH:24][C:19]([O:18][CH2:17][CH2:16][CH2:15][CH2:14][CH:12]2[CH2:11][C:10](=[O:32])[C:9]3[CH:33]=[CH:34][C:6]([O:5][CH2:4][C:3]([OH:38])=[O:2])=[C:7]([CH2:35][CH2:36][CH3:37])[C:8]=3[O:13]2)=[C:20]([CH2:29][CH2:30][CH3:31])[C:21]=1[OH:28])(=[O:27])[CH3:26] |f:1.2.3,4.5|. Reactants: C[O-], CS(C)=O, Cc1cnc(C)c(C)c1Cl, [Na+], O. Yields the product COc1c(C)cnc(C)c1C. Reaction SMILES: [CH3:11][O-:12].[CH3:14][S:15]([CH3:16])=[O:17].[Cl:1][c:2]1[c:3]([CH3:10])[c:4]([CH3:9])[n:5][cH:6][c:7]1[CH3:8].[Na+:13].[OH2:18]>>[c:2]1([O:12][CH3:11])[c:3]([CH3:10])[c:4]([CH3:9])[n:5][cH:6][c:7]1[CH3:8].